This data is from the Open Reaction Database (ORD), a public repository of structured organic reaction records. The task is: describe an organic reaction: reactants, conditions, products, and yield Starting materials: CS(C)=O, O=[N+]([O-])c1cc(Cl)ccc1Cl, CCOC(=O)c1c(N)sc2ccccc12. Product: CCOC(=O)c1c(Nc2ccc(Cl)cc2[N+](=O)[O-])sc2ccccc12. As a reaction SMILES: [CH3:27][S:28](=[O:29])[CH3:30].[Cl:16][c:17]1[c:18]([N+:24](=[O:25])[O-:26])[cH:19][c:20]([Cl:23])[cH:21][cH:22]1.[NH2:1][c:2]1[c:3]([C:11](=[O:12])[O:13][CH2:14][CH3:15])[c:4]2[c:5]([s:6]1)[cH:7][cH:8][cH:9][cH:10]2>>[NH:1]([c:2]1[c:3]([C:11](=[O:12])[O:13][CH2:14][CH3:15])[c:4]2[c:5]([s:6]1)[cH:7][cH:8][cH:9][cH:10]2)[c:17]1[c:18]([N+:24](=[O:25])[O-:26])[cH:19][c:20]([Cl:23])[cH:21][cH:22]1. Reactants: COC(CC(=O)C)=O (methylacetoacetate), C(CCC)O (n-butanol), C1(=CC=CC=C1)C (toluene), C(CC(=O)C)(=O)OCCCC (n-butyl acetoacetate). Reagents/catalysts: catalyst, [CH-]1C=CC=C1.[CH-]1C=CC=C1.[Fe+2] (Ferrocene). Run at temperature 30 celsius, time 15 minute. The product is CC1(C2CC1C3(C(C2)O3)C)C (α-pinene oxide). As a reaction SMILES: [CH3:1]OC(=O)CC(C)=O.[CH2:9]([OH:13])[CH2:10][CH2:11][CH3:12].C(OCCCC)(=O)CC(C)=O.[C:25]1([CH3:31])[CH:30]=CC=[CH:27][CH:26]=1>[CH-]1C=CC=C1.[CH-]1C=CC=C1.[Fe+2]>[CH3:30][C:25]1([CH3:31])[CH:11]2[C:10]3([CH3:1])[O:13][CH:9]3[CH2:27][CH:26]1[CH2:12]2 |f:4.5.6|. Procedure: 2.1 mL of methylacetoacetate (20 mmol) and 1.8 mL of n-butanol (20 mmol) were added into 20 mL of toluene and stirred at 30° C. and 400 rpm for 15 minutes. 155 mg of the catalyst (FerlipaseCB(7) polymer beads) prepared in (2) was added into the mixture to initiate reaction. A clear liquid sample was periodically sampled and analyzed using gas chromatography to identify n-butyl acetoacetate, which was the reaction product.